Dataset: the Open Reaction Database (ORD), a public repository of structured organic reaction records. Task: describe an organic reaction: reactants, conditions, products, and yield Starting materials: C(C(=O)Cl)(=O)Cl (oxalyl chloride), CN1CCNCC1 (4-methylpiperazine), O (water), ClC1=CC=C(C=C1)C=1N=C2N(C=CC=C2)C1CC(=O)O (2-(4-chlorophenyl)-imidazo[1,2-a]pyridine-3-acetic acid), N,N-dimethyl-chloro-methyleneiminium chloride. The solvent is CN(C=O)C (dimethylformamide), CN(C=O)C (DMF). Reaction conditions: temperature 0 celsius, time 15 minute. Yields the product CN1CCN(CC1)C(=O)CC1=C(N=C2N1C=CC=C2)C2=CC=C(C=C2)Cl (4-Methyl-1{[2-(4-chlorophenyl)-imidazo[1,2-a] pyridin-3-yl]methylcarbonyl}-piperazine). Reaction SMILES: [Cl:1][C:2]1[CH:7]=[CH:6][C:5]([C:8]2[N:9]=[C:10]3[CH:15]=[CH:14][CH:13]=[CH:12][N:11]3[C:16]=2[CH2:17][C:18]([OH:20])=O)=[CH:4][CH:3]=1.C(Cl)(=O)C(Cl)=O.[CH3:27][N:28]1[CH2:33][CH2:32][NH:31][CH2:30][CH2:29]1.O>CN(C)C=O>[CH3:27][N:28]1[CH2:33][CH2:32][N:31]([C:18]([CH2:17][C:16]2[N:11]3[CH:12]=[CH:13][CH:14]=[CH:15][C:10]3=[N:9][C:8]=2[C:5]2[CH:4]=[CH:3][C:2]([Cl:1])=[CH:7][CH:6]=2)=[O:20])[CH2:30][CH2:29]1. Procedure details: 4.5 g (15.64 millimols) of 2-(4-chlorophenyl)-imidazo[1,2-a]pyridine-3-acetic acid are added to a suspension of N,N-dimethyl-chloro-methyleneiminium chloride prepared by adding 2.2 g (17.75 millimols) of oxalyl chloride to 30 ml of dimethylformamide (DMF) at -10° C. The suspension is stirred for 15 minutes at 0° C. and a solution of 5.4 g (54 millimols) of 4-methylpiperazine in 10 ml of dry DMF is then added gradually thereto at 0° C. The solution is stirred for 8 hours and then poured into 750 ... The reactants are C=CCC(NC(=O)c1cncc2c1cnn2-c1ccc(F)cc1)c1ccnc(S(=O)(=O)CC)c1, CO. Yields the product CCCC(NC(=O)c1cncc2c1cnn2-c1ccc(F)cc1)c1ccnc(S(=O)(=O)CC)c1. As a reaction SMILES: [CH2:1]([CH3:2])[S:3](=[O:4])(=[O:5])[c:6]1[n:7][cH:8][cH:9][c:10]([CH:12]([CH2:13][CH:14]=[CH2:15])[NH:16][C:17](=[O:18])[c:19]2[c:20]3[c:21]([cH:22][n:23][cH:24]2)[n:25](-[c:28]2[cH:29][cH:30][c:31]([F:34])[cH:32][cH:33]2)[n:26][cH:27]3)[cH:11]1.[CH3:35][OH:36]>>[CH2:1]([CH3:2])[S:3](=[O:4])(=[O:5])[c:6]1[n:7][cH:8][cH:9][c:10]([CH:12]([CH2:13][CH2:14][CH3:15])[NH:16][C:17](=[O:18])[c:19]2[c:20]3[c:21]([cH:22][n:23][cH:24]2)[n:25](-[c:28]2[cH:29][cH:30][c:31]([F:34])[cH:32][cH:33]2)[n:26][cH:27]3)[cH:11]1. Reactants: C(C1=CC=CC=C1)N1C(CNCCC(C2=C1C=CC=C2)C)=O (1-benzyl-7-methyl-2-oxo-2,3,4,5,6,7-hexahydro-1H-1,4-benzodiazonine), CC=1C=C(C=CC1)N=C=O (3-methylphenylisocyanate). The solvent is O1CCOCC1 (dioxan). Product: C(C1=CC=CC=C1)N1C(CN(CCC(C2=C1C=CC=C2)C)C(NC2=CC(=CC=C2)C)=O)=O (1-benzyl-7-methyl-4-(3-methylphenyl)carbamyl-2-oxo-2,3,4,5,6,7-hexahydro-1H-1,4-benzodiazonine). RXN SMILES: [CH2:1]([N:8]1[C:16]2[CH:17]=[CH:18][CH:19]=[CH:20][C:15]=2[CH:14]([CH3:21])[CH2:13][CH2:12][NH:11][CH2:10][C:9]1=[O:22])[C:2]1[CH:7]=[CH:6][CH:5]=[CH:4][CH:3]=1.[CH3:23][C:24]1[CH:25]=[C:26]([N:30]=[C:31]=[O:32])[CH:27]=[CH:28][CH:29]=1>O1CCOCC1>[CH2:1]([N:8]1[C:16]2[CH:17]=[CH:18][CH:19]=[CH:20][C:15]=2[CH:14]([CH3:21])[CH2:13][CH2:12][N:11]([C:31](=[O:32])[NH:30][C:26]2[CH:27]=[CH:28][CH:29]=[C:24]([CH3:23])[CH:25]=2)[CH2:10][C:9]1=[O:22])[C:2]1[CH:3]=[CH:4][CH:5]=[CH:6][CH:7]=1. Procedure details: A solution of 1-benzyl-7-methyl-2-oxo-2,3,4,5,6,7-hexahydro-1H-1,4-benzodiazonine (96 mg, 0.33 mmol) and 3-methylphenylisocyanate (47 μl, 0.36 mmol) was stirred in dioxan (2 ml) at room temperature for 2 hours. Evaporation of the solvent and chromatography on silica gel with ethyl acetate-hexane (1:2) as eluant gave the product. (102 mg, 72%). Starting materials: [BH4-], [Cl-], [Cl-], CCOC(=O)C(Cc1ccc(C(F)(F)C(C)(C)C)cc1)C(=O)c1cccc(Cl)c1, [Na+], [Zn+2]. Reaction SMILES: [BH4-:1].[Cl-:32].[Cl-:34].[Cl:3][c:4]1[cH:5][c:6]([C:10]([CH:11]([C:12](=[O:13])[O:14][CH2:15][CH3:16])[CH2:17][c:18]2[cH:19][cH:20][c:21]([C:24]([C:25]([CH3:26])([CH3:27])[CH3:28])([F:29])[F:30])[cH:22][cH:23]2)=[O:31])[cH:7][cH:8][cH:9]1.[Na+:2].[Zn+2:33]>>[Cl:3][c:4]1[cH:5][c:6]([CH:10]([CH:11]([C:12](=[O:13])[O:14][CH2:15][CH3:16])[CH2:17][c:18]2[cH:19][cH:20][c:21]([C:24]([C:25]([CH3:26])([CH3:27])[CH3:28])([F:29])[F:30])[cH:22][cH:23]2)[OH:31])[cH:7][cH:8][cH:9]1. The product is CCOC(=O)C(Cc1ccc(C(F)(F)C(C)(C)C)cc1)C(O)c1cccc(Cl)c1. Solvent: N1=CC=CC=C1 (pyridine). Yields the product C(CCC)(=O)NC=1C=C(N(C1)C)/C=C/C(=O)N1CC(C2=CC=C(C=C12)NC(=O)OCC1=CC=C(C=C1)[N+](=O)[O-])CCl (1-[(E)-4-butyramido-1-methyl-2-pyrroleacryloyl]-3-(chloromethyl)-6-[(4-nitrobenzyloxy)carbonyl]aminoindoline). RXN SMILES: Cl[C:2]([O:4][CH2:5][C:6]1[CH:11]=[CH:10][C:9]([N+:12]([O-:14])=[O:13])=[CH:8][CH:7]=1)=[O:3].[NH2:15][C:16]1[CH:24]=[C:23]2[C:19]([CH:20]([CH2:41][Cl:42])[CH2:21][N:22]2[C:25](=[O:40])/[CH:26]=[CH:27]/[C:28]2[N:29]([CH3:39])[CH:30]=[C:31]([NH:33][C:34](=[O:38])[CH2:35][CH2:36][CH3:37])[CH:32]=2)=[CH:18][CH:17]=1.O>N1C=CC=CC=1>[C:34]([NH:33][C:31]1[CH:32]=[C:28](/[CH:27]=[CH:26]/[C:25]([N:22]2[C:23]3[C:19](=[CH:18][CH:17]=[C:16]([NH:15][C:2]([O:4][CH2:5][C:6]4[CH:11]=[CH:10][C:9]([N+:12]([O-:14])=[O:13])=[CH:8][CH:7]=4)=[O:3])[CH:24]=3)[CH:20]([CH2:41][Cl:42])[CH2:21]2)=[O:40])[N:29]([CH3:39])[CH:30]=1)(=[O:38])[CH2:35][CH2:36][CH3:37]. Run at temperature 20 celsius. Reactants: O (water), ClC(=O)OCC1=CC=C(C=C1)[N+](=O)[O-] (4-Nitrobenzyl chloroformate), NC1=CC=C2C(CN(C2=C1)C(\C=C\C=1N(C=C(C1)NC(CCC)=O)C)=O)CCl (6-amino-1-[(E)-4-butyramido-1-methyl-2-pyrroleacryloyl]-3-(chloromethyl)indoline), ClC(=O)OCC1=CC=C(C=C1)[N+](=O)[O-] (4-nitrobenzyl chloroformate). Procedure details: 4-Nitrobenzyl chloroformate (52 mg, 0.24 mmol) was added to a solution of 8 (48 mg, 0.12 mmol) in dry pyridine (6 mL) and the yellow solution was stirred at 20° C. More 4-nitrobenzyl chloroformate (52 mg, 0.24 mmol) was added after 30 min. After a further 1 h water was added and the mixture stirred for 30 min until the oil that separated had solidified. The solid was filtered off, washed with water, dried, and triturated with hot EtOAc to give 1-[(E)-4-butyramido-1-methyl-2-pyrroleacryloyl]-3-(c... Isolated yield 70.4%. Starting materials: NC(CC(C(=O)OCC)C)C1=C(C=CC=C1OC)OC (ethyl 4-amino-4-(2,6-dimethoxyphenyl)-2-methylbutanoate), N1=C(C=CC=C1)C=1C=C(C=O)C=CC1 (3-(pyridin-2-yl)benzaldehyde). Yields the product COC1=C(C(=CC=C1)OC)C1CC(C(N1CC1=CC(=CC=C1)C1=NC=CC=C1)=O)C (5-(2,6-dimethoxyphenyl)-3-methyl-1-(3-(pyridin-2-yl)benzyl)pyrrolidin-2-one). RXN SMILES: [NH2:1][CH:2]([C:11]1[C:16]([O:17][CH3:18])=[CH:15][CH:14]=[CH:13][C:12]=1[O:19][CH3:20])[CH2:3][CH:4]([CH3:10])[C:5]([O:7]CC)=O.[N:21]1[CH:26]=[CH:25][CH:24]=[CH:23][C:22]=1[C:27]1[CH:28]=[C:29]([CH:32]=[CH:33][CH:34]=1)[CH:30]=O>>[CH3:18][O:17][C:16]1[CH:15]=[CH:14][CH:13]=[C:12]([O:19][CH3:20])[C:11]=1[CH:2]1[N:1]([CH2:30][C:29]2[CH:32]=[CH:33][CH:34]=[C:27]([C:22]3[CH:23]=[CH:24][CH:25]=[CH:26][N:21]=3)[CH:28]=2)[C:5](=[O:7])[CH:4]([CH3:10])[CH2:3]1. Reported procedure: Prepared according to the described general procedure 2 (GP2) by reaction of ethyl 4-amino-4-(2,6-dimethoxyphenyl)-2-methylbutanoate with commercially available 3-(pyridin-2-yl)benzaldehyde. Subsequent purification by preparative HPLC afforded the target compound. LC-MS (conditions A): tR=0.64 min.; [M+H]+: 402.99 g/mol. The reactants are CN1Cc2ccccc2C(=O)c2ccc(CC(=O)O)cc21, CO, O=S(=O)(O)O. Product: COC(=O)Cc1ccc2c(c1)N(C)Cc1ccccc1C2=O. RXN SMILES: [CH3:1][N:2]1[c:3]2[c:4]([cH:14][cH:15][c:16]([CH2:18][C:19](=[O:20])[OH:21])[cH:17]2)[C:5](=[O:13])[c:6]2[c:7]([cH:9][cH:10][cH:11][cH:12]2)[CH2:8]1.[CH3:27][OH:28].[S:22](=[O:23])(=[O:24])([OH:25])[OH:26]>>[CH3:1][N:2]1[c:3]2[c:4]([cH:14][cH:15][c:16]([CH2:18][C:19](=[O:20])[O:21][CH3:27])[cH:17]2)[C:5](=[O:13])[c:6]2[c:7]([cH:9][cH:10][cH:11][cH:12]2)[CH2:8]1. Starting materials: COC1=CC(=NC=C1)C=1C=C(C=CC1)[N+](=O)[O-] (3-(4-methoxypyridin-2-yl)nitrobenzene). The reagents and catalysts are [Pd] (palladium on carbon). Run in C(C)O (ethanol). The product is COC1=CC(=NC=C1)C=1C=C(N)C=CC1 (3-(4-methoxypyridin-2-yl)aniline). Yield: 100.3%. Reaction SMILES: [CH3:1][O:2][C:3]1[CH:8]=[CH:7][N:6]=[C:5]([C:9]2[CH:10]=[C:11]([N+:15]([O-])=O)[CH:12]=[CH:13][CH:14]=2)[CH:4]=1>C(O)C.[Pd]>[CH3:1][O:2][C:3]1[CH:8]=[CH:7][N:6]=[C:5]([C:9]2[CH:10]=[C:11]([CH:12]=[CH:13][CH:14]=2)[NH2:15])[CH:4]=1. Procedure details: A suspension of 3-(4-methoxypyridin-2-yl)nitrobenzene (1.8 g) in ethanol (40 ml) was hydrogenated over palladium on carbon (10% w/w, 50% wet, 800 mg) under a hydrogen atmosphere for 5 hours. The catalyst was filtered off, and the filtrate was evaporated under reduced pressure to give 3-(4-methoxypyridin-2-yl)aniline (1.57 g). The reactants are C(C1=CC=CC=C1)C=1OC2=C(C1C1=CC=C(C=C1)C1=CC(=C(C(=C1)Br)O)Br)C=CC=C2 (4′-(2-benzyl-benzofuran-3-yl)-3,5-dibromo-biphenyl-4-ol), O[C@@H](C(=O)OC(C)(C)C)CCCCCC (tert-butyl (R)-2-hydroxyoctanoate). Product: C(C1=CC=CC=C1)C=1OC2=C(C1C1=CC=C(C=C1)C1=CC(=C(C(=C1)Br)O[C@H](C(=O)O)CCCCCC)Br)C=CC=C2 ((2S)-2-[4′-(2-benzyl-benzofuran-3-yl)-3,5-dibromo-biphenyl-4-yloxy]-octanoic acid). As a reaction SMILES: [CH2:1]([C:8]1[O:9][C:10]2[CH:31]=[CH:30][CH:29]=[CH:28][C:11]=2[C:12]=1[C:13]1[CH:18]=[CH:17][C:16]([C:19]2[CH:24]=[C:23]([Br:25])[C:22]([OH:26])=[C:21]([Br:27])[CH:20]=2)=[CH:15][CH:14]=1)[C:2]1[CH:7]=[CH:6][CH:5]=[CH:4][CH:3]=1.O[C@H:33]([CH2:41][CH2:42][CH2:43][CH2:44][CH2:45][CH3:46])[C:34]([O:36]C(C)(C)C)=[O:35]>>[CH2:1]([C:8]1[O:9][C:10]2[CH:31]=[CH:30][CH:29]=[CH:28][C:11]=2[C:12]=1[C:13]1[CH:18]=[CH:17][C:16]([C:19]2[CH:20]=[C:21]([Br:27])[C:22]([O:26][C@@H:33]([CH2:41][CH2:42][CH2:43][CH2:44][CH2:45][CH3:46])[C:34]([OH:36])=[O:35])=[C:23]([Br:25])[CH:24]=2)=[CH:15][CH:14]=1)[C:2]1[CH:3]=[CH:4][CH:5]=[CH:6][CH:7]=1. Procedure details: The title compound was prepared from 4′-(2-benzyl-benzofuran-3-yl)-3,5-dibromo-biphenyl-4-ol, and tert-butyl (R)-2-hydroxyoctanoate, in substantially the same manner, as described in Example 1, steps g-h , and was obtained as a white solid, mp 72-74° C; MS m/e 673 (M−H)+;